Dataset: the Open Reaction Database (ORD), a public repository of structured organic reaction records. Task: describe an organic reaction: reactants, conditions, products, and yield The reactants are CC1=C(C=CC=C1C)C1=CC2=C(N=C(N=C2)N)N=C1N (6-(2,3-Dimethyl-phenyl)-pyrido[2,3-d]pyrimidine-2,7-diamine), C(C)(C)(C)N=C=O (tert-butyl isocyanate). Product: NC=1N=CC2=C(N1)N=C(C(=C2)C2=C(C(=CC=C2)C)C)NC(=O)NC(C)(C)C (1-[2-Amino-6-(2,3-dimethyl-phenyl)-pyrido[2,3-d]pyrimidin-7-yl]-3-tert-butyl-urea). RXN SMILES: [CH3:1][C:2]1[C:7]([CH3:8])=[CH:6][CH:5]=[CH:4][C:3]=1[C:9]1[C:19]([NH2:20])=[N:18][C:12]2[N:13]=[C:14]([NH2:17])[N:15]=[CH:16][C:11]=2[CH:10]=1.[C:21]([N:25]=[C:26]=[O:27])([CH3:24])([CH3:23])[CH3:22]>>[NH2:17][C:14]1[N:15]=[CH:16][C:11]2[CH:10]=[C:9]([C:3]3[CH:4]=[CH:5][CH:6]=[C:7]([CH3:8])[C:2]=3[CH3:1])[C:19]([NH:20][C:26]([NH:25][C:21]([CH3:24])([CH3:23])[CH3:22])=[O:27])=[N:18][C:12]=2[N:13]=1. Reported procedure: The title compound was prepared from 0.5007 g of 6-(2,3-dimethyl-phenyl)-pyrido[2,3-d]pyrimidine-2,7-diamine from Example 92 and 0.23 mL tert-butyl isocyanate according to Example 2. The product was purified by MPLC eluting with a gradient of CHCl3 :EtOAc (2:1) to CHCl3 :EtOAc (1:1); mp 326°-330° C., MS(CI).